From a dataset of the Open Reaction Database (ORD), a public repository of structured organic reaction records. describe an organic reaction: reactants, conditions, products, and yield Starting materials: [H-].[Na+] (sodium hydride), ClC=1C=CC2=C(N=C(S2)S)C1 (5-chloro-2-mercaptobenzothiazole), C(C)OCCCl (2-chloroethyl ethyl ether). Solvent: C(Cl)(Cl)Cl (chloroform), aqueous solution, [Cl-].[Na+] (sodium chloride), CN(C=O)C (N,N-dimethylformamide). Conditions: temperature 50 celsius, time 1 hour. Yields the product ClC=1C=CC2=C(N=C(S2)SCCOCC)C1 (5-Chloro-2-[(2-ethoxyethyl)thio]benzothiazole). Isolated yield 79.5%. RXN SMILES: [Cl:1][C:2]1[CH:3]=[CH:4][C:5]2[S:9][C:8]([SH:10])=[N:7][C:6]=2[CH:11]=1.[H-].[Na+].[CH2:14]([O:16][CH2:17][CH2:18]Cl)[CH3:15]>CN(C)C=O.C(Cl)(Cl)Cl.[Cl-].[Na+]>[Cl:1][C:2]1[CH:3]=[CH:4][C:5]2[S:9][C:8]([S:10][CH2:15][CH2:14][O:16][CH2:17][CH3:18])=[N:7][C:6]=2[CH:11]=1 |f:1.2,6.7|. Reported procedure: 5.00 g (24.8 mmol) of 5-chloro-2-mercaptobenzothiazole was dissolved in 25 ml of N,N-dimethylformamide. 710 mg (29.6 mmol) of sodium hydride was added to the above solution and the mixture was stirred for one hour. Then, 5.44 ml (49.6 mmol) of 2-chloroethyl ethyl ether was added to the resulting suspension. and the mixture was stirred for two hours while heating at 50° C. The reaction mixture was diluted with 500 ml of chloroform and 500 ml of 20% aqueous solution of sodium chloride was added th... Starting materials: COC(=O)C1(CNC(=O)OC(C)(C)C)CCCC1, CC(C)C[Al+]CC(C)C, C1CCOC1, ClCCl, [H-]. Product: CC(C)(C)OC(=O)NCC1(CO)CCCC1. Reaction SMILES: [C:1]([CH3:2])([CH3:3])([CH3:4])[O:5][C:6](=[O:7])[NH:8][CH2:9][C:10]1([C:15](=[O:16])[O:17][CH3:18])[CH2:11][CH2:12][CH2:13][CH2:14]1.[CH2:20]([Al+:21][CH2:22][CH:23]([CH3:24])[CH3:25])[CH:26]([CH3:27])[CH3:28].[CH2:29]1[O:30][CH2:31][CH2:32][CH2:33]1.[Cl:34][CH2:35][Cl:36].[H-:19]>>[C:1]([CH3:2])([CH3:3])([CH3:4])[O:5][C:6](=[O:7])[NH:8][CH2:9][C:10]1([CH2:15][OH:16])[CH2:11][CH2:12][CH2:13][CH2:14]1.